From a dataset of the Open Reaction Database (ORD), a public repository of structured organic reaction records. describe an organic reaction: reactants, conditions, products, and yield Starting materials: CC(C)(C)n1cc([N+](=O)[O-])cn1, CO, [H][H]. Yields the product CC(C)(C)n1cc(N)cn1. RXN SMILES: [C:1]([CH3:2])([CH3:3])([CH3:4])[n:5]1[n:6][cH:7][c:8]([N+:10]([O-:11])=[O:12])[cH:9]1.[CH3:15][OH:16].[H:13][H:14]>>[C:1]([CH3:2])([CH3:3])([CH3:4])[n:5]1[n:6][cH:7][c:8]([NH2:10])[cH:9]1. Reactants: C1(=C(C=CC=C1)C=1NC=CN1)C (2-o-tolylimidazole), C=O (paraformaldehyde), C([O-])([O-])=O.[K+].[K+] (potassium carbonate), COCCO (methyl cellosolve). Solvent: O (water). Conditions: temperature 90 celsius. Yields the product C1(=C(C=CC=C1)C=1NC(=C(N1)CO)CO)C (2-o-tolyl-4,5-dihydroxymethyl imidazole), final product. Isolated yield 5.0%. Reaction SMILES: [C:1]1([CH3:12])[CH:6]=[CH:5][CH:4]=[CH:3][C:2]=1[C:7]1[NH:8][CH:9]=[CH:10][N:11]=1.C=O.[C:15](=[O:18])([O-])[O-].[K+].[K+].[CH3:21][O:22]CCO>O>[C:1]1([CH3:12])[CH:6]=[CH:5][CH:4]=[CH:3][C:2]=1[C:7]1[NH:11][C:10]([CH2:15][OH:18])=[C:9]([CH2:21][OH:22])[N:8]=1 |f:2.3.4|. Procedure details: A mixture of 15.8 g (0.1 mole) of 2-o-tolylimidazole 9 g (0.3 mole) of paraformaldehyde, 2 g (0.015 mole) of potassium carbonate and 50 ml of methyl cellosolve was heated at 90° C. for 30 minutes with stirring in the same way as in Example 1. Then, 200 ml of water was added, and the reaction mixture was boiled for a while and cooled. The crystals were collected by filtration, boiled together with 20 g of toluene, and collected by filtration. The crystals collected were dissolved in acetone, and ...